This data is from the Open Reaction Database (ORD), a public repository of structured organic reaction records. The task is: describe an organic reaction: reactants, conditions, products, and yield The reactants are Cl (HCl), amine, OC=1C=C(C=CC1)CCN(CC(=O)N(C)C)CC1COCC1 (2-[[2-(3-hydroxy-phenyl)-ethyl]-(tetrahydrofuran-3-ylmethyl)amino]-N,N-dimethyl-acetamide), BrCCCC (1-bromobutane), C([O-])([O-])=O.[K+].[K+] (potassium carbonate), [I].[K] (potassium iodine). Run in C(C)OCC (ethyl ether), CCOC(=O)C (AcOEt), CN(C)C=O (DMF). The product is hydrochloride salt, Cl.C(CCC)OC=1C=C(C=CC1)CCN(CC(=O)N(C)C)CC1COCC1 (2-[[2-(3-Butoxy-phenyl)-ethyl]-(tetrahydrofuran-3-ylmethyl)amino]-N,N-dimethyl-acetamide hydrochloride). The yield is 50.0%. Reaction SMILES: [OH:1][C:2]1[CH:3]=[C:4]([CH2:8][CH2:9][N:10]([CH2:17][CH:18]2[CH2:22][CH2:21][O:20][CH2:19]2)[CH2:11][C:12]([N:14]([CH3:16])[CH3:15])=[O:13])[CH:5]=[CH:6][CH:7]=1.Br[CH2:24][CH2:25][CH2:26][CH3:27].C(=O)([O-])[O-].[K+].[K+].[I].[K].[ClH:36]>CN(C=O)C.CCOC(C)=O.C(OCC)C>[ClH:36].[CH2:24]([O:1][C:2]1[CH:3]=[C:4]([CH2:8][CH2:9][N:10]([CH2:17][CH:18]2[CH2:22][CH2:21][O:20][CH2:19]2)[CH2:11][C:12]([N:14]([CH3:16])[CH3:15])=[O:13])[CH:5]=[CH:6][CH:7]=1)[CH2:25][CH2:26][CH3:27] |f:2.3.4,5.6,11.12,^1:33,34|. Reported procedure: A solution of 2-[[2-(3-hydroxy-phenyl)-ethyl]-(tetrahydrofuran-3-ylmethyl)amino]-N,N-dimethyl-acetamide (1.0 g 3.3 mmol), 1-bromobutane (0.43 ml, 4 mmol), potassium carbonate (680 mg 5 mmol), potassium iodine (50 mg, 0.3 mmol), in DMF (30 ml) was refluxed for 16 h. After filtration over celite pad, the solution was evaporated from the solvent and the crude oil obtained purified by preparative HPLC. The hydrochloride salt was prepared by adding HCl N in AcOEt to the free amine dissolved in ethyl ... Reactants: [H-].[Al+3].[Li+].[H-].[H-].[H-] (lithium aluminium hydride), COC1=C(C=CC2=NN=C(CC3=C2C=C2C(=C3)OCO2)C)C=CC(=C1)OC (1-(2,4-dimethoxystyryl)-4-methyl-7,8-methylenedioxy-5H-2,3-benzodiazepine), C(=O)([O-])C(O)C(O)C(=O)[O-].[Na+].[K+] (potassium sodium tartrate). Run in O1CCCC1 (tetrahydrofurane). Conditions: temperature 25 celsius, time 2 hour. Yields the product COC1=C(C=CC2=NNC(CC3=C2C=C2C(=C3)OCO2)C)C=CC(=C1)OC (1-(2,4-Dimethoxystyryl)-4-methyl-7,8-methylenedioxy-3,4-dihydro-5H-2,3-benzodiazepine). Yield: 76.4%. Reaction SMILES: [CH3:1][O:2][C:3]1[CH:25]=[C:24]([O:26][CH3:27])[CH:23]=[CH:22][C:4]=1[CH:5]=[CH:6][C:7]1[C:13]2[CH:14]=[C:15]3[O:20][CH2:19][O:18][C:16]3=[CH:17][C:12]=2[CH2:11][C:10]([CH3:21])=[N:9][N:8]=1.[H-].[Al+3].[Li+].[H-].[H-].[H-].C(C(C(C([O-])=O)O)O)([O-])=O.[Na+].[K+]>O1CCCC1>[CH3:1][O:2][C:3]1[CH:25]=[C:24]([O:26][CH3:27])[CH:23]=[CH:22][C:4]=1[CH:5]=[CH:6][C:7]1[C:13]2[CH:14]=[C:15]3[O:20][CH2:19][O:18][C:16]3=[CH:17][C:12]=2[CH2:11][CH:10]([CH3:21])[NH:9][N:8]=1 |f:1.2.3.4.5.6,7.8.9|. Reported procedure: A suspension of 1,1 g (3.0 mmoles) of 1-(2,4-dimethoxystyryl)-4-methyl-7,8-methylenedioxy-5H-2,3-benzodiazepine in 15 ml of anhydrous tetrahydrofurane is cooled to a temperature between 0° C. and 5° C., and 0.114 g (3.0 mmoles) of lithium aluminium hydride is added to it. The reaction mixture is stirred at 25° C. for 2 hours, cooled again to a temperature between 0° C. and 5° C. and decomposed with 0.36 ml of 10% aqueous potassium sodium tartrate solution. Then it is stirred further for 1 hour a...